Task: describe an organic reaction: reactants, conditions, products, and yield. Dataset: the Open Reaction Database (ORD), a public repository of structured organic reaction records The reactants are COCCOC=1C=C2C=C(NC2=C(C1)N(S(=O)(=O)C1=NC=CC=C1)C)C=1SC(CN1)CC(=O)O ((2-{5-(2-methoxyethoxy)-7-[methyl(pyridin-2-ylsulfonyl)amino]-1H-indol-2-yl}-4,5-dihydro-1,3-thiazol-5-yl)acetic acid), N1(N=NC2=C1C=CC=C2)O (1H-1,2,3-benzotriazol-1-ol), Cl.CN(CCCN=C=NCC)C (N-[3-(dimethylamino)propyl]-N′-ethylcarbodiimide hydrochloride), CNCCO (2-(methylamino)ethanol). Solvent: CN(C=O)C (N,N-dimethylformamide), O (Water). Reaction conditions: time 15 hour. Yields the product OCCN(C(CC1CN=C(S1)C=1NC2=C(C=C(C=C2C1)OCCOC)N(S(=O)(=O)C1=NC=CC=C1)C)=O)C (N-(2-hydroxyethyl)-2-(2-{5-(2-methoxyethoxy)-7-[methyl(pyridin-2-ylsulfonyl)amino]-1H-indol-2-yl}-4,5-dihydro-1,3-thiazol-5-yl)-N-methylacetamide). Yield: 50.3%. RXN SMILES: [CH3:1][O:2][CH2:3][CH2:4][O:5][C:6]1[CH:7]=[C:8]2[C:12](=[C:13]([N:15]([CH3:25])[S:16]([C:19]3[CH:24]=[CH:23][CH:22]=[CH:21][N:20]=3)(=[O:18])=[O:17])[CH:14]=1)[NH:11][C:10]([C:26]1[S:27][CH:28]([CH2:31][C:32](O)=[O:33])[CH2:29][N:30]=1)=[CH:9]2.N1(O)C2C=CC=CC=2N=N1.Cl.CN(C)CCCN=C=NCC.[CH3:57][NH:58][CH2:59][CH2:60][OH:61]>O.CN(C)C=O>[OH:61][CH2:60][CH2:59][N:58]([CH3:57])[C:32](=[O:33])[CH2:31][CH:28]1[S:27][C:26]([C:10]2[NH:11][C:12]3[C:8]([CH:9]=2)=[CH:7][C:6]([O:5][CH2:4][CH2:3][O:2][CH3:1])=[CH:14][C:13]=3[N:15]([CH3:25])[S:16]([C:19]2[CH:24]=[CH:23][CH:22]=[CH:21][N:20]=2)(=[O:17])=[O:18])=[N:30][CH2:29]1 |f:2.3|. Reported procedure: A mixture of (2-{5-(2-methoxyethoxy)-7-[methyl(pyridin-2-ylsulfonyl)amino]-1H-indol-2-yl}-4,5-dihydro-1,3-thiazol-5-yl)acetic acid (250 mg), 1H-1,2,3-benzotriazol-1-ol (100 mg), N-[3-(dimethylamino)propyl]-N′-ethylcarbodiimide hydrochloride (140 mg), 2-(methylamino)ethanol (60 mg) and N,N-dimethylformamide (5 mL) was stirred at room temperature for 15 hr. Water was added to the reaction mixture, and the mixture was extracted with ethyl acetate. The ethyl acetate layer was washed successively wit... Reactants: N1=C(C=CC=C1)CN1N=CC2=CC(=CC=C12)NC1=NC=NC2=CC=CC(=C12)O[C@@H](C(=O)OC)C (methyl (2R)-2-[(4-{[1-(pyridin-2-ylmethyl)-1H-indazol-5-yl]amino}quinazolin-5-yl)oxy]propanoate), C(C)N (ethylamine). Yields the product C(C)NC([C@@H](C)OC1=C2C(=NC=NC2=CC=C1)NC=1C=C2C=NN(C2=CC1)CC1=NC=CC=C1)=O ((2R)—N-ethyl-2-[(4-{[1-(pyridin-2-ylmethyl)-1H-indazol-5-yl]amino}quinazolin-5-yl)oxy]propanamide). Isolated yield 62.0%. Reaction SMILES: [N:1]1[CH:6]=[CH:5][CH:4]=[CH:3][C:2]=1[CH2:7][N:8]1[C:16]2[C:11](=[CH:12][C:13]([NH:17][C:18]3[C:27]4[C:22](=[CH:23][CH:24]=[CH:25][C:26]=4[O:28][C@H:29]([CH3:34])[C:30]([O:32]C)=O)[N:21]=[CH:20][N:19]=3)=[CH:14][CH:15]=2)[CH:10]=[N:9]1.[CH2:35]([NH2:37])[CH3:36]>>[CH2:35]([NH:37][C:30](=[O:32])[C@H:29]([O:28][C:26]1[CH:25]=[CH:24][CH:23]=[C:22]2[C:27]=1[C:18]([NH:17][C:13]1[CH:12]=[C:11]3[C:16](=[CH:15][CH:14]=1)[N:8]([CH2:7][C:2]1[CH:3]=[CH:4][CH:5]=[CH:6][N:1]=1)[N:9]=[CH:10]3)=[N:19][CH:20]=[N:21]2)[CH3:34])[CH3:36]. Procedure details: Using the same procedure as in Example 5, methyl (2R)-2-[(4-{[1-(pyridin-2-ylmethyl)-1H-indazol-5-yl]amino}quinazolin-5-yl)oxy]propanoate (250 mg, 0.55 mmol) was reacted with ethylamine to give the title compound as a beige solid (160 mg, 62%), except that the crude material was purified on an HPLC column (C18, 5 microns, 19 mm diameter, 100 mm length) of a preparative HPLC-MS system eluting with a mixture of water and acetonitrile containing 2 g/l of ammonium carbonate (gradient). NMR Spectrum ...